From a dataset of the Open Reaction Database (ORD), a public repository of structured organic reaction records. describe an organic reaction: reactants, conditions, products, and yield Reactants: O=C(Cl)OCc1ccccc1, Cl, [Na+], [OH-], O=C(O)C(O)C1CCCNC1. The product is O=C(O)C(O)C1CCCN(C(=O)OCc2ccccc2)C1. RXN SMILES: [CH2:15]([c:16]1[cH:17][cH:18][cH:19][cH:20][cH:21]1)[O:22][C:23](=[O:24])[Cl:25].[ClH:1].[Na+:14].[OH-:13].[OH:2][CH:3]([C:4](=[O:5])[OH:6])[CH:7]1[CH2:8][NH:9][CH2:10][CH2:11][CH2:12]1>>[OH:2][CH:3]([C:4](=[O:5])[OH:6])[CH:7]1[CH2:8][N:9]([C:23]([O:22][CH2:15][c:16]2[cH:17][cH:18][cH:19][cH:20][cH:21]2)=[O:24])[CH2:10][CH2:11][CH2:12]1. The reactants are C(#N)C(C(=O)OC)CC (methyl 2-cyanobutanoate). Reagents/catalysts: [Ni] (Ni). Solvent: CCO (EtOH). Conditions: time 20 hour. Yields the product COC(C(CC)CN)=O (2-Aminomethyl-butyric acid methyl ester). As a reaction SMILES: [C:1]([CH:3]([CH2:8][CH3:9])[C:4]([O:6][CH3:7])=[O:5])#[N:2]>CCO.[Ni]>[CH3:7][O:6][C:4](=[O:5])[CH:3]([CH2:1][NH2:2])[CH2:8][CH3:9]. Reported procedure: To a slurry of Raney-Ni (1.9 g, 50% in H2O, rinsed 3 times with EtOH before use) in EtOH (20 mL) was added methyl 2-cyanobutanoate (200 mg, 1.57 mmol). The resulting mixture was stirred under a hydrogen atmosphere at room temperature for 20 hours. The liquid was then carefully decanted into another flask and the metal was washed twice with EtOH. The combined EtOH solution was concentrated in vacuo to give the title compound in 200 mg, which was used in the subsequent step without further purific... Reaction conditions: time 2 hour. The yield is 65.0%. Solvent: C(C)#N (acetonitrile). Reaction SMILES: [F:1][CH2:2][CH:3]([OH:40])[CH2:4][O:5][C@H:6]1[CH2:11][CH2:10][C@H:9]([N:12]2[C:17](=[O:18])[C:16]([CH2:19][C:20]3[CH:25]=[CH:24][C:23]([C:26]4[C:27]([C:32]#[N:33])=[CH:28][CH:29]=[CH:30][CH:31]=4)=[CH:22][CH:21]=3)=[C:15]([CH2:34][CH2:35][CH3:36])[N:14]3[N:37]=[CH:38][N:39]=[C:13]23)[CH2:8][CH2:7]1.[CH3:41]C(OI1(OC(C)=O)(OC(C)=O)OC(=O)C2C=CC=CC1=2)=O.C(=O)([O-])O.[Na+].S([O-])([O-])(=O)=S.[Na+].[Na+]>C(#N)C>[F:1][CH2:2][C:3]([OH:40])([CH3:41])[CH2:4][O:5][C@H:6]1[CH2:11][CH2:10][C@H:9]([N:12]2[C:17](=[O:18])[C:16]([CH2:19][C:20]3[CH:25]=[CH:24][C:23]([C:26]4[C:27]([C:32]#[N:33])=[CH:28][CH:29]=[CH:30][CH:31]=4)=[CH:22][CH:21]=3)=[C:15]([CH2:34][CH2:35][CH3:36])[N:14]3[N:37]=[CH:38][N:39]=[C:13]23)[CH2:8][CH2:7]1 |f:2.3,4.5.6|. Yields the product FCC(CO[C@@H]1CC[C@H](CC1)N1C=2N(C(=C(C1=O)CC1=CC=C(C=C1)C=1C(=CC=CC1)C#N)CCC)N=CN2)(C)O (4′-({4-[trans-4-(3-fluoro-2-hydroxy-2-methylpropoxy)cyclohexyl]-5-oxo-7-propyl-4,5-dihydro[1,2,4]triazolo[1,5-a]pyrimidin-6-yl}methyl)biphenyl-2-carbonitrile). Procedure: A mixture of 4′-({4-[trans-4-(3-fluoro-2-hydroxypropoxy)cyclohexyl]-5-oxo-7-propyl-4,5-dihydro[1,2,4]triazolo[1,5-a]pyrimidin-6-yl}methyl)biphenyl-2-carbonitrile (0.15 g), Dess-Martin periodinane (0.24 g) and acetonitrile (2 mL) was stirred at room temperature for 2 hr. Saturated aqueous sodium hydrogen carbonate solution and aqueous sodium thiosulfate solution were added to the reaction mixture. After evaporation of the solvent under reduced pressure, the residue was extracted with ethyl acetat... Starting materials: FCC(CO[C@@H]1CC[C@H](CC1)N1C=2N(C(=C(C1=O)CC1=CC=C(C=C1)C=1C(=CC=CC1)C#N)CCC)N=CN2)O (4′-({4-[trans-4-(3-fluoro-2-hydroxypropoxy)cyclohexyl]-5-oxo-7-propyl-4,5-dihydro[1,2,4]triazolo[1,5-a]pyrimidin-6-yl}methyl)biphenyl-2-carbonitrile), CC(=O)OI1(C=2C=CC=CC2C(=O)O1)(OC(=O)C)OC(=O)C (Dess-Martin periodinane), C(O)([O-])=O.[Na+] (sodium hydrogen carbonate), S(=S)(=O)([O-])[O-].[Na+].[Na+] (sodium thiosulfate). Reaction SMILES: COP([CH2:7][C:8](=[O:14])[CH2:9][C:10]([CH3:13])([CH3:12])[CH3:11])(=O)OC.[H-].[Na+].[C:17]12([CH:23]3[CH2:24][CH2:25][CH:20]1[C:21](=[O:27])[C:22]3=O)[CH2:19][CH2:18]2>C1COCC1>[CH3:11][C:10]([CH3:13])([CH3:12])[CH2:9][C:8](=[O:14])/[CH:7]=[C:22]1/[C:21](=[O:27])[CH:20]2[C:17]3([CH2:18][CH2:19]3)[CH:23]/1[CH2:24][CH2:25]2.[CH3:11][C:10]([CH3:13])([CH3:12])[CH2:9][C:8](=[O:14])/[CH:7]=[C:22]1\[C:21](=[O:27])[CH:20]2[C:17]3([CH2:18][CH2:19]3)[CH:23]\1[CH2:24][CH2:25]2 |f:1.2|. Starting materials: C12(CC1)C1C(C(C2CC1)=O)=O (Spiro[bicyclo[2.2.1]heptane-7,1′-cyclopropane]-2,3-dione), COP(OC)(=O)CC(CC(C)(C)C)=O ((4,4-dimethyl-2-oxo-pentyl)-phosphonic acid dimethyl ester), [H-].[Na+] (sodium hydride). Reaction conditions: temperature 0 celsius, time 15 minute. Yields the product CC(CC(\C=C/1\C(C2CCC1C21CC1)=O)=O)(C)C ((3E)-3-(4,4-dimethyl-2-oxopentylidene)spiro[bicyclo[2.2.1]heptane-7,1′-cyclopropan]-2-one), CC(CC(\C=C\1/C(C2CCC1C21CC1)=O)=O)(C)C ((3Z)-3-(4,4-dimethyl-2-oxopentylidene)spiro[bicyclo[2.2.1]heptane-7,1′-cyclopropan]-2-one). Solvent: C1CCOC1 (THF), C1CCOC1 (THF). Procedure details: A solution (4,4-dimethyl-2-oxo-pentyl)-phosphonic acid dimethyl ester (1.249 g) in THF (40 ml) was cooled to 0° C. under an argon atmosphere and sodium hydride (0.268 g) was added in 4 portions. Spiro[bicyclo[2.2.1]heptane-7,1′-cyclopropane]-2,3-dione (1.023 g) dissolved in THF (30 ml) was then added dropwise to the reaction mixture. The mixture was then stirred for further 15 minutes at 0° C. (until completion of reaction according to TLC analysis). The reaction mixture was partitioned between ... Reactants: BrB(Br)Br, COCC(C)Oc1cc(Oc2ccc(S(C)(=O)=O)cc2)cc(-c2ccc(C3=NCC(C)O3)[nH]2)c1, ClCCl, ClCCl, [Na+], O=C([O-])O. Product: CC1CN=C(c2ccc(-c3cc(Oc4ccc(S(C)(=O)=O)cc4)cc(OC(C)CO)c3)[nH]2)O1. RXN SMILES: [B:38]([Br:39])([Br:40])[Br:41].[CH3:1][O:2][CH2:3][CH:4]([O:5][c:6]1[cH:7][c:8](-[c:23]2[cH:24][cH:25][c:26]([C:28]3=[N:32][CH2:31][CH:30]([CH3:33])[O:29]3)[nH:27]2)[cH:9][c:10]([O:12][c:13]2[cH:14][cH:15][c:16]([S:19](=[O:20])(=[O:21])[CH3:22])[cH:17][cH:18]2)[cH:11]1)[CH3:34].[Cl:35][CH2:36][Cl:37].[Cl:47][CH2:48][Cl:49].[Na+:42].[OH:43][C:44](=[O:45])[O-:46]>>[OH:2][CH2:3][CH:4]([O:5][c:6]1[cH:7][c:8](-[c:23]2[cH:24][cH:25][c:26]([C:28]3=[N:32][CH2:31][CH:30]([CH3:33])[O:29]3)[nH:27]2)[cH:9][c:10]([O:12][c:13]2[cH:14][cH:15][c:16]([S:19](=[O:20])(=[O:21])[CH3:22])[cH:17][cH:18]2)[cH:11]1)[CH3:34]. Reactants: O=C1CC2CCN(C(C2CC1)C(=O)OCC)C(=O)OC(C)(C)C (ethyl decahydro-6-oxo-2-t-butoxycarbonyl-1-isoquinoline carboxylate), C(C)OP(OCC)(=O)CP(OCC)(OCC)=O (methylene diphosphonic acid tetraethyl ester). Yields the product C(C)OP(=O)(OCC)C=C1CC2CCN(C(C2CC1)C(=O)OCC)C(=O)OC(C)(C)C (ethyl decahydro-6-(diethylphosphonomethylene)-2-t-butoxycarbonyl-1-isoquinoline carboxylate). Yield: 91.0%. As a reaction SMILES: O=[C:2]1[CH2:11][CH2:10][CH:9]2[CH:4]([CH2:5][CH2:6][N:7]([C:17]([O:19][C:20]([CH3:23])([CH3:22])[CH3:21])=[O:18])[CH:8]2[C:12]([O:14][CH2:15][CH3:16])=[O:13])[CH2:3]1.[CH2:24]([O:26][P:27]([CH2:32]P(=O)(OCC)OCC)(=[O:31])[O:28][CH2:29][CH3:30])[CH3:25]>>[CH2:24]([O:26][P:27]([CH:32]=[C:2]1[CH2:11][CH2:10][CH:9]2[CH:4]([CH2:5][CH2:6][N:7]([C:17]([O:19][C:20]([CH3:22])([CH3:23])[CH3:21])=[O:18])[CH:8]2[C:12]([O:14][CH2:15][CH3:16])=[O:13])[CH2:3]1)([O:28][CH2:29][CH3:30])=[O:31])[CH3:25]. Reported procedure: Following the preparation of Example 3A above, 2.0 g of ethyl decahydro-6-oxo-2-t-butoxycarbonyl-1-isoquinoline carboxylate were treated with 2.6 g of methylene diphosphonic acid tetraethyl ester to provide 2.57 g of the desired subtitled intermediate.